describe an organic reaction: reactants, conditions, products, and yield From a dataset of the Open Reaction Database (ORD), a public repository of structured organic reaction records. Reactants: CC(C)(C)OC(=O)N1CCC(n2ncc3c(Cl)ncnc32)CC1, O=C([O-])[O-], CS(=O)(=O)c1ccc(O)c(F)c1, [K+], [K+], [Na+], [Na+], O=C([O-])[O-], CN(C)C=O. Yields the product CC(C)(C)OC(=O)N1CCC(n2ncc3c(Oc4ccc(S(C)(=O)=O)cc4F)ncnc32)CC1. RXN SMILES: [C:13]([CH3:14])([CH3:15])([CH3:16])[O:17][C:18](=[O:19])[N:20]1[CH2:21][CH2:22][CH:23]([n:26]2[n:27][cH:28][c:29]3[c:30]2[n:31][cH:32][n:33][c:34]3[Cl:35])[CH2:24][CH2:25]1.[C:36](=[O:37])([O-:38])[O-:39].[F:1][c:2]1[c:3]([OH:12])[cH:4][cH:5][c:6]([S:8](=[O:9])(=[O:10])[CH3:11])[cH:7]1.[K+:40].[K+:41].[Na+:42].[Na+:43].[O-:44][C:45](=[O:46])[O-:47].[O:48]=[CH:49][N:50]([CH3:51])[CH3:52]>>[F:1][c:2]1[c:3]([O:12][c:34]2[c:29]3[cH:28][n:27][n:26]([CH:23]4[CH2:22][CH2:21][N:20]([C:18]([O:17][C:13]([CH3:14])([CH3:15])[CH3:16])=[O:19])[CH2:25][CH2:24]4)[c:30]3[n:31][cH:32][n:33]2)[cH:4][cH:5][c:6]([S:8](=[O:9])(=[O:10])[CH3:11])[cH:7]1. Starting materials: COc1cccc(Oc2c(NS(=O)(=O)c3ccc(C(C)(C)C)cc3)cc(C(=O)O)cc2OCCO)c1, COC(=O)C(N)CC(C)C. Yields the product COC(=O)C(CC(C)C)NC(=O)c1cc(NS(=O)(=O)c2ccc(C(C)(C)C)cc2)c(Oc2cccc(OC)c2)c(OCCO)c1. Reaction SMILES: [C:1]([CH3:2])([CH3:3])([CH3:4])[c:5]1[cH:6][cH:7][c:8]([S:11](=[O:12])(=[O:13])[NH:14][c:15]2[cH:16][c:17]([C:18](=[O:19])[OH:20])[cH:21][c:22]([O:33][CH2:34][CH2:35][OH:36])[c:23]2[O:24][c:25]2[cH:26][c:27]([O:31][CH3:32])[cH:28][cH:29][cH:30]2)[cH:9][cH:10]1.[CH3:37][O:38][C:39]([CH:40]([NH2:41])[CH2:42][CH:43]([CH3:44])[CH3:45])=[O:46]>>[C:1]([CH3:2])([CH3:3])([CH3:4])[c:5]1[cH:6][cH:7][c:8]([S:11](=[O:12])(=[O:13])[NH:14][c:15]2[cH:16][c:17]([C:18](=[O:19])[NH:41][CH:40]([C:39]([O:38][CH3:37])=[O:46])[CH2:42][CH:43]([CH3:44])[CH3:45])[cH:21][c:22]([O:33][CH2:34][CH2:35][OH:36])[c:23]2[O:24][c:25]2[cH:26][c:27]([O:31][CH3:32])[cH:28][cH:29][cH:30]2)[cH:9][cH:10]1. Procedure details: 2.44 g (64 mmol) of lithium aluminum hydride were added portionwise at 0° C. to a solution of 25.1 g (129 mmol) of ethyl 3-cyano-4-methylthiophene-5-carboxylate in 400 ml of tetrahydrofuran. The mixture was stirred for 5 hours at room temperature, excess reducing agent was destroyed by adding 0.5 N hydrochloric acid, and the reaction mixture was concentrated under a water pump vacuum, diluted with water and extracted three times with ethyl acetate. The combined organic phases were then washed in... Conditions: time 5 hour. Isolated yield 81.5%. The reactants are [H-].[Al+3].[Li+].[H-].[H-].[H-] (lithium aluminum hydride), C(#N)C1=CSC(=C1C)C(=O)OCC (ethyl 3-cyano-4-methylthiophene-5-carboxylate). The solvent is O1CCCC1 (tetrahydrofuran). The product is OCC1=C(C(=CS1)C#N)C (5-Hydroxymethyl-4-methylthiophene-3-carbonitrile). RXN SMILES: [H-].[Al+3].[Li+].[H-].[H-].[H-].[C:7]([C:9]1[C:13]([CH3:14])=[C:12]([C:15](OCC)=[O:16])[S:11][CH:10]=1)#[N:8]>O1CCCC1>[OH:16][CH2:15][C:12]1[S:11][CH:10]=[C:9]([C:7]#[N:8])[C:13]=1[CH3:14] |f:0.1.2.3.4.5|. Starting materials: BrC=1C=CC=C2C(CC3(CCN(CC3)C(\C=C\C3=C(C=CC=C3)C(F)(F)F)=O)C12)CC(=O)OCC ((±)-(E)-ethyl 2-(7-bromo-1′-(3-(2-(trifluoromethyl)phenyl)acryloyl)-2,3-dihydrospiro[indene-1,4′-piperidine]-3-yl)acetate), O[Li].O (LiOH.H2O). Run in C1CCOC1 (THF), O (water), CO (MeOH). Run at time 5 day. The product is BrC=1C=CC=C2C(CC3(CCN(CC3)C(\C=C\C3=C(C=CC=C3)C(F)(F)F)=O)C12)CC(=O)O ((±)-(E)-2-(7-bromo-1′-(3-(2-(trifluoromethyl)phenyl)acryloyl)-2,3-dihydrospiro[indene-1,4′-piperidine]-3-yl)acetic acid). The yield is 48.6%. As a reaction SMILES: [Br:1][C:2]1[CH:3]=[CH:4][CH:5]=[C:6]2[C:29]=1[C:9]1([CH2:14][CH2:13][N:12]([C:15](=[O:28])/[CH:16]=[CH:17]/[C:18]3[CH:23]=[CH:22][CH:21]=[CH:20][C:19]=3[C:24]([F:27])([F:26])[F:25])[CH2:11][CH2:10]1)[CH2:8][CH:7]2[CH2:30][C:31]([O:33]CC)=[O:32].O[Li].O>C1COCC1.CO.O>[Br:1][C:2]1[CH:3]=[CH:4][CH:5]=[C:6]2[C:29]=1[C:9]1([CH2:10][CH2:11][N:12]([C:15](=[O:28])/[CH:16]=[CH:17]/[C:18]3[CH:23]=[CH:22][CH:21]=[CH:20][C:19]=3[C:24]([F:25])([F:27])[F:26])[CH2:13][CH2:14]1)[CH2:8][CH:7]2[CH2:30][C:31]([OH:33])=[O:32] |f:1.2|. Reported procedure: (±)-(E)-ethyl 2-(7-bromo-1′-(3-(2-(trifluoromethyl)phenyl)acryloyl)-2,3-dihydrospiro[indene-1,4′-piperidine]-3-yl)acetate (13 mg, mmol) was dissolved in THF (0.4 mL) and MeOH (0.8 mL). A solution of LiOH.H2O (10 mg) in water (0.4 mL) was added. The mixture was stirred at rt for 5 d. The reaction mixture was submitted directly to preparative HPLC to afford (±)-(E)-2-(7-bromo-1′-(3-(2-(trifluoromethyl)phenyl)acryloyl)-2,3-dihydrospiro[indene-1,4′-piperidine]-3-yl)acetic acid (6 mg, %) as a solid. ... Reactants: 1523865, CN(C=O)C (dimethylformamide), C1=NC2=C(N1COCCO)N=C(N=C2O)N (acyclovir), C(CCCC)(=O)Cl (valeryl chloride). The reagents and catalysts are CN(C1=CC=NC=C1)C (4-dimethylaminopyridine). The solvent is CO.O (methanol water). Reaction conditions: temperature 5 celsius, time 2 hour. Product: C(CCCC)(=O)OCCOCN1C=2N=C(NC(C2N=C1)=O)N (9-(2-valeryloxyethoxymethyl) guanine). Isolated yield 85.1%. As a reaction SMILES: [CH:1]1[N:5]([CH2:6][O:7][CH2:8][CH2:9][OH:10])[C:4]2[N:11]=[C:12]([NH2:16])[N:13]=[C:14]([OH:15])[C:3]=2[N:2]=1.CN(C)C=O.[C:22](Cl)(=[O:27])[CH2:23][CH2:24][CH2:25][CH3:26]>CN(C)C1C=CN=CC=1.CO.O>[C:22]([O:10][CH2:9][CH2:8][O:7][CH2:6][N:5]1[CH:1]=[N:2][C:3]2[C:14](=[O:15])[NH:13][C:12]([NH2:16])=[N:11][C:4]1=2)(=[O:27])[CH2:23][CH2:24][CH2:25][CH3:26] |f:4.5|. Procedure: A mixture of acyclovir prepared according to UK Patent No. 1523865 (3.11 moles), 4-dimethylaminopyridine (4.91 moles) and dimethylformamide (5.6 L) was stirred under nitrogen with heating on steam bath to give a homogeneous solution. On cooling to room temperature valeryl chloride (4.91 moles) was added dropwise while the temperature was maintained at 20°-25° C. Progress of the reaction was monitored by HPLC (Partisil ODS-3, methanol:water 50:50) and the reaction was terminated when the level of... Isolated yield 32.0%. Reported procedure: Pseudomonas putida D4014-A357-3A strain was inoculated to a slant medium of Medium 1 (as mentioned above) and cultured at 30° C. for one day. Then, 2 loopfuls of the bacterial cells grown were inoculated to a liquid medium (10 ml) of Medium 3 (as mentioned above) containing 3α,7α-dihydroxy-5β-cholanic acid and subjected to shake culture at 30° C. overnight. The obtained culture broth was inoculated to 100 ml of Medium 3 (as mentioned above) having the same composition in a 500 ml Sakaguchi flask... Yields the product O[C@H]1[C@H]2[C@@H]3CC[C@H]([C@H](C)C=O)[C@]3(CC[C@@H]2[C@]2(CCC(C=C2C1)=O)C)C ((20S)-7α-hydroxy-pregn-4-en-3-one-20-carbaldehyde). The reactants are O (Water), CO (methanol), CO (methanol), O[C@H]1C[C@H]2C[C@H]([C@H]3[C@@H]4CC[C@H]([C@@H](CCC(=O)O)C)[C@]4(CC[C@@H]3[C@]2(CC1)C)C)O (3α,7α-dihydroxy-5β-cholanic acid), O[C@H]1C[C@H]2C[C@H]([C@H]3[C@@H]4CC[C@H]([C@@H](CCC(=O)O)C)[C@]4(CC[C@@H]3[C@]2(CC1)C)C)O (3α,7α-dihydroxy-5β-cholanic acid), O (water). As a reaction SMILES: [OH:1][C@@H:2]1[CH2:25][CH2:24][C@@:23]2([CH3:26])[C@H:4]([CH2:5][C@@H:6]([OH:28])[C@@H:7]3[C@@H:22]2[CH2:21][CH2:20][C@@:19]2([CH3:27])[C@H:8]3[CH2:9][CH2:10][C@@H:11]2[C@H:12](C)[CH2:13]CC(O)=O)[CH2:3]1.[OH2:29].[CH3:30]O>>[OH:28][C@@H:6]1[CH2:5][C:4]2[C@:23]([CH3:26])([CH2:24][CH2:25][C:2](=[O:1])[CH:3]=2)[C@@H:22]2[C@@H:7]1[C@H:8]1[C@:19]([CH3:27])([CH2:20][CH2:21]2)[C@@H:11]([C@@H:12]([CH:30]=[O:29])[CH3:13])[CH2:10][CH2:9]1. Run at time 1 day. Starting materials: [OH-].[Na+] (NaOH), C(C)(C)(C)C1=C(C=C(C(=O)O)C=C1)OC (4-tert-butyl-3-methoxybenzoic acid), OS(=O)(=O)O (H2SO4), [OH-].[Na+] (NaOH), C1CC(=O)N(C1=O)Br (NBS), C1CC(=O)N(C1=O)Br (NBS), Br (HBr). Run in O (H2O), CO (MeOH), O (H2O). Conditions: temperature 70 celsius, time 1 hour. Product: COC(C1=C(C=C(C(=C1)OC)C(C)(C)C)Br)=O (2-bromo-4-tert-butyl-5-methoxybenzoic acid methyl ester). The yield is 85.0%. Reaction SMILES: [C:1]([C:5]1[CH:13]=[CH:12][C:8]([C:9](O)=[O:10])=[CH:7][C:6]=1[O:14][CH3:15])([CH3:4])([CH3:3])[CH3:2].[OH-:16].[Na+].[CH2:18]1C(=O)N(Br)C(=O)C1.[BrH:26].OS(O)(=O)=O>O.CO>[CH3:18][O:16][C:9](=[O:10])[C:8]1[CH:7]=[C:6]([O:14][CH3:15])[C:5]([C:1]([CH3:4])([CH3:3])[CH3:2])=[CH:13][C:12]=1[Br:26] |f:1.2|. Procedure details: step 1—To a suspension of 4-tert-butyl-3-methoxybenzoic acid (3.00 g, 14.4 mmol, CASRN 79822-46-1) in H2O (30 mL) was added solid NaOH (1.21 g, 30.2 mmol). NBS (2.81 g, 15.8 mmol) was added in several portions over 10 min. The reaction mixture was stirred at RT for 1 h before additional NaOH (0.12 g, 3.0 mmol) and NBS (0.28 g, 1.6 mmol) were added. After stirring for an additional 1 h, the reaction mixture was acidified with 48% HBr, diluted with H2O then thrice extracted with Et2O. The combined... The reactants are C(C(C)(C)C)(=O)Cl (Pivaloyl chloride), C(C1=CC=CC=C1)O[C@H]1[C@@H](O[C@@H]([C@@H]([C@@H]1O)OCC1=CC=CC=C1)CO)OC[C@@H](OCCCCCCCCCCCCCC)COCCCCCCCCCCCCCC (2,4-di-O-Benzyl-β-D-galactopyranosyl-(1→1)-2,3-di-O-tetradecyl-sn-glycerol), N1=CC=CC=C1 (pyridine), C(C(C)(C)C)(=O)Cl (Pivaloyl chloride). The solvent is C(C)(=O)OCC (ethyl acetate). Reaction conditions: temperature -5 celsius, time 1 hour. Product: C(C1=CC=CC=C1)O[C@H]1[C@@H](O[C@@H]([C@@H]([C@@H]1O)OCC1=CC=CC=C1)COC(C(C)(C)C)=O)OC[C@@H](OCCCCCCCCCCCCCC)COCCCCCCCCCCCCCC (2,4-di-O-Benzyl-6-O-pivaloyl-β-D-galactopyranosyl-(1→1)-2,3-di-O-tetradecyl-sn-glycerol). Yield: 94.6%. As a reaction SMILES: [CH2:1]([O:8][C@@H:9]1[C@@H:14]([OH:15])[C@@H:13]([O:16][CH2:17][C:18]2[CH:23]=[CH:22][CH:21]=[CH:20][CH:19]=2)[C@@H:12]([CH2:24][OH:25])[O:11][C@H:10]1[O:26][CH2:27][C@H:28]([CH2:44][O:45][CH2:46][CH2:47][CH2:48][CH2:49][CH2:50][CH2:51][CH2:52][CH2:53][CH2:54][CH2:55][CH2:56][CH2:57][CH2:58][CH3:59])[O:29][CH2:30][CH2:31][CH2:32][CH2:33][CH2:34][CH2:35][CH2:36][CH2:37][CH2:38][CH2:39][CH2:40][CH2:41][CH2:42][CH3:43])[C:2]1[CH:7]=[CH:6][CH:5]=[CH:4][CH:3]=1.N1C=CC=CC=1.[C:66](Cl)(=[O:71])[C:67]([CH3:70])([CH3:69])[CH3:68]>C(OCC)(=O)C>[CH2:1]([O:8][C@@H:9]1[C@@H:14]([OH:15])[C@@H:13]([O:16][CH2:17][C:18]2[CH:19]=[CH:20][CH:21]=[CH:22][CH:23]=2)[C@@H:12]([CH2:24][O:25][C:66](=[O:71])[C:67]([CH3:70])([CH3:69])[CH3:68])[O:11][C@H:10]1[O:26][CH2:27][C@H:28]([CH2:44][O:45][CH2:46][CH2:47][CH2:48][CH2:49][CH2:50][CH2:51][CH2:52][CH2:53][CH2:54][CH2:55][CH2:56][CH2:57][CH2:58][CH3:59])[O:29][CH2:30][CH2:31][CH2:32][CH2:33][CH2:34][CH2:35][CH2:36][CH2:37][CH2:38][CH2:39][CH2:40][CH2:41][CH2:42][CH3:43])[C:2]1[CH:7]=[CH:6][CH:5]=[CH:4][CH:3]=1. Reported procedure: Compound 6 (687 mg, 0.831 mmol) was dissolved by addition of pyridine (12 mL). Pivaloyl chloride (130 μl, 1.08 mmol) was added to the solution, and the mixture was stirred at −5° C. for 1 hour. Pivaloyl chloride (130 μl, 1.08 mmol) was further added thereto, and the mixture was stirred at −5° C. for 1 hour. The reaction mixture was diluted with ethyl acetate, then filtered through Celite, and washed successively with saturated aqueous sodium hydrogencarbonate and saturated brine. The ethyl aceta... The reactants are BrC1=NC=CC(=C1)NC(C1=C(C=C(C(=O)N(C)C)C=C1Cl)Cl)=O (N1-(2-bromopyridin-4-yl)-2,6-dichloro-N4,N4-dimethylterephthalamide), N1=CN=C(C=C1)N (pyrimidin-4-amine), CC1(C2=C(C(=CC=C2)P(C3=CC=CC=C3)C4=CC=CC=C4)OC5=C(C=CC=C51)P(C6=CC=CC=C6)C7=CC=CC=C7)C (Xantphos), C(=O)([O-])[O-].[Cs+].[Cs+] (Cs2CO3). The reagents and catalysts are C=1C=CC(=CC1)/C=C/C(=O)/C=C/C2=CC=CC=C2.C=1C=CC(=CC1)/C=C/C(=O)/C=C/C2=CC=CC=C2.C=1C=CC(=CC1)/C=C/C(=O)/C=C/C2=CC=CC=C2.[Pd].[Pd] (Pd2(dba)3). Solvent: O1CCOCC1 (dioxane). The product is ClC1=C(C(=O)NC2=CC(=NC=C2)NC(=O)C2CC2)C(=CC(=C1)C(=O)N(C)C)Cl (2,6-dichloro-N1-(2-(cyclopropanecarboxamido)pyridin-4-yl)-N4,N4-dimethylterephthalamide). Yield: 296.7%. As a reaction SMILES: Br[C:2]1[CH:7]=[C:6]([NH:8][C:9](=[O:23])[C:10]2[C:20]([Cl:21])=[CH:19][C:13]([C:14]([N:16]([CH3:18])[CH3:17])=[O:15])=[CH:12][C:11]=2[Cl:22])[CH:5]=[CH:4][N:3]=1.[N:24]1C=CC(N)=NC=1.C[C:32]1([CH3:72])[C:58]2[C:53](=C(P(C3C=CC=CC=3)C3C=CC=CC=3)C=CC=2)[O:52]C2C(P(C3C=CC=CC=3)C3C=CC=CC=3)=CC=CC1=2.C([O-])([O-])=O.[Cs+].[Cs+]>C1C=CC(/C=C/C(/C=C/C2C=CC=CC=2)=O)=CC=1.C1C=CC(/C=C/C(/C=C/C2C=CC=CC=2)=O)=CC=1.C1C=CC(/C=C/C(/C=C/C2C=CC=CC=2)=O)=CC=1.[Pd].[Pd].O1CCOCC1>[Cl:22][C:11]1[CH:12]=[C:13]([C:14]([N:16]([CH3:18])[CH3:17])=[O:15])[CH:19]=[C:20]([Cl:21])[C:10]=1[C:9]([NH:8][C:6]1[CH:5]=[CH:4][N:3]=[C:2]([NH:24][C:53]([CH:58]2[CH2:32][CH2:72]2)=[O:52])[CH:7]=1)=[O:23] |f:3.4.5,6.7.8.9.10|. Procedure: To a microwave tube was added N1-(2-bromopyridin-4-yl)-2,6-dichloro-N4,N4-dimethylterephthalamide (84 mg, 0.20 mmol), pyrimidin-4-amine (38 mg, 0.40 mmol), Pd2(dba)3 (18 mg, 0.020 mmol), Xantphos (23 mg, 0.040 mmol), Cs2CO3 (131 mg, 0.40 mmol) and dioxane (1.2 mL). The mixture was degassed with N2 for 5 min and then irradiated in a microwave reactor at 140° C. for 60 min. After cooling, the reaction was filtered through Celite and concentrated under reduced pressure. The residue was dissolved in...